From a dataset of the Open Reaction Database (ORD), a public repository of structured organic reaction records. describe an organic reaction: reactants, conditions, products, and yield Starting materials: CC(C)N=C=NC(C)C, ClCCl, Oc1c(F)c(F)c(F)c(F)c1F, O=C(O)CCCCCN1C(=O)c2ccccc2C1=O. The product is O=C(CCCCCN1C(=O)c2ccccc2C1=O)Oc1c(F)c(F)c(F)c(F)c1F. Reaction SMILES: [CH:20]([N:21]=[C:22]=[N:23][CH:24]([CH3:25])[CH3:26])([CH3:27])[CH3:28].[Cl:41][CH2:42][Cl:43].[F:29][c:30]1[c:31]([F:40])[c:32]([F:39])[c:33]([F:38])[c:34]([F:37])[c:35]1[OH:36].[O:1]=[C:2]1[N:3]([CH2:12][CH2:13][CH2:14][CH2:15][CH2:16][C:17](=[O:18])[OH:19])[C:4](=[O:11])[c:5]2[cH:6][cH:7][cH:8][cH:9][c:10]21>>[O:1]=[C:2]1[N:3]([CH2:12][CH2:13][CH2:14][CH2:15][CH2:16][C:17]([O:18][c:35]2[c:30]([F:29])[c:31]([F:40])[c:32]([F:39])[c:33]([F:38])[c:34]2[F:37])=[O:19])[C:4](=[O:11])[c:5]2[cH:6][cH:7][cH:8][cH:9][c:10]21. Reactants: ClCCNC(=O)N(C1[C@H](O)[C@@H](O)[C@H](O)CO1)CCC (1-(2-chloroethyl)-3-n-propyl-3-D-xylopyranosylurea), N(=O)[O-].[Na+] (sodium nitrite). The solvent is C(=O)O (formic acid). Run at time 1 hour. Product: ClCCN(C(=O)N(C1[C@H](O)[C@@H](O)[C@H](O)CO1)CCC)N=O (1-(2-chloroethyl)-1-nitroso-3-n-propyl-3-D-xylopyranosylurea). Yield: 37.5%. As a reaction SMILES: [Cl:1][CH2:2][CH2:3][NH:4][C:5]([N:7]([CH2:17][CH2:18][CH3:19])[CH:8]1[O:16][CH2:15][C@@H:13]([OH:14])[C@H:11]([OH:12])[C@H:9]1[OH:10])=[O:6].[N:20]([O-])=[O:21].[Na+]>C(O)=O>[Cl:1][CH2:2][CH2:3][N:4]([N:20]=[O:21])[C:5]([N:7]([CH2:17][CH2:18][CH3:19])[CH:8]1[O:16][CH2:15][C@@H:13]([OH:14])[C@H:11]([OH:12])[C@H:9]1[OH:10])=[O:6] |f:1.2|. Reported procedure: 9.0 g of 1-(2-chloroethyl)-3-n-propyl-3-D-xylopyranosylurea are dissolved in 25 ml of formic acid, and 6.0 g of sodium nitrite are added gradually thereto at 0° to 5° C. for one hour under stirring. The mixture is stirred at the same temperature for 30 minutes. After the reaction, the mixture is treated in the same manner as described in Example 5-(2). 3.7 g of 1-(2-chloroethyl)-1-nitroso-3-n-propyl-3-D-xylopyranosylurea are thereby obtained as pale yellow caramel. The reactants are C(C)(C)(C)OC(=O)NCCCCCC(=O)NC=1C=C(C(=O)NCCC(=O)O)C=C(C1)[N+](=O)[O-] (N-[3-[6-(1-t-butoxyformamido)hexanamido]-5-nitrobenzoyl]-β-alanine). Run in C(=O)O (formic acid). The product is C(=O)O.NCCCCCC(=O)NC=1C=C(C(=O)NCCC(=O)O)C=C(C1)[N+](=O)[O-] (N-[3-(6-aminohexanamido)-5-nitrobenzoyl]-β-alanine formate). Isolated yield 80.3%. As a reaction SMILES: C([O:5][C:6]([NH:8][CH2:9][CH2:10][CH2:11][CH2:12][CH2:13][C:14]([NH:16][C:17]1[CH:18]=[C:19]([CH:28]=[C:29]([N+:31]([O-:33])=[O:32])[CH:30]=1)[C:20]([NH:22][CH2:23][CH2:24][C:25]([OH:27])=[O:26])=[O:21])=[O:15])=[O:7])(C)(C)C>C(O)=O>[CH:6]([OH:7])=[O:5].[NH2:8][CH2:9][CH2:10][CH2:11][CH2:12][CH2:13][C:14]([NH:16][C:17]1[CH:18]=[C:19]([CH:28]=[C:29]([N+:31]([O-:33])=[O:32])[CH:30]=1)[C:20]([NH:22][CH2:23][CH2:24][C:25]([OH:27])=[O:26])=[O:21])=[O:15] |f:2.3|. Procedure details: 807 mg of N-[3-[6-(1-t-butoxyformamido)hexanamido]-5-nitrobenzoyl]-β-alanine are left to stand at room temperature in 2.7 ml of formic acid for 18 hours. The solvent is evaporated in a vacuum. The residue is dissolved in water and the solution is evaporated in a vacuum. There are obtained 573 mg of N-[3-(6-aminohexanamido)-5-nitrobenzoyl]-β-alanine formate (2:1), MS: 367 (67, M+H).